This data is from the Open Reaction Database (ORD), a public repository of structured organic reaction records. The task is: describe an organic reaction: reactants, conditions, products, and yield Starting materials: solution, C(C=1C(O)=CC=CC1)(=O)O.C[Si](O)(O)C (dimethylsilanediol salicylate), N(CCO)(CCO)CCO (triethanolamine). As a reaction SMILES: [C:1]([OH:10])(=[O:9])[C:2]1[C:3](=[CH:5][CH:6]=[CH:7][CH:8]=1)[OH:4].[CH3:11][Si:12]([CH3:15])(O)O.N(CCO)(CCO)CCO>C(O)CCCO>[C:1]([O:10][SiH:12]([CH3:15])[CH3:11])(=[O:9])[C:2]1[C:3](=[CH:5][CH:6]=[CH:7][CH:8]=1)[OH:4] |f:0.1|. Product: C(C=1C(O)=CC=CC1)(=O)O[SiH](C)C (dimethylsilyl salicylate). Reported procedure: Capillisil is available from Exsymol S.A.M. of Monaco and is a 20% solution of dimethylsilanediol salicylate in butylene glycol with triethanolamine. It is obtained by mild hydrolysis of dimethylsilyl salicylate. Solvent: C(CCCO)O (butylene glycol). The reactants are CCS(=O)(=O)N1CCC(c2c[nH]c3c(C(N)=O)cc(Br)cc23)CC1, O=C([O-])[O-], CCOC(C)=O, OB(O)c1ccc(F)nc1, [K+], [K+], C1COCCO1, O, c1ccc(P(c2ccccc2)(c2ccccc2)[Pd](P(c2ccccc2)(c2ccccc2)c2ccccc2)(P(c2ccccc2)(c2ccccc2)c2ccccc2)P(c2ccccc2)(c2ccccc2)c2ccccc2)cc1. The product is CCS(=O)(=O)N1CCC(c2c[nH]c3c(C(N)=O)cc(-c4ccc(F)nc4)cc23)CC1. RXN SMILES: [Br:1][c:2]1[cH:3][c:4]2[c:5]([CH:14]3[CH2:15][CH2:16][N:17]([S:20](=[O:21])(=[O:22])[CH2:23][CH3:24])[CH2:18][CH2:19]3)[cH:6][nH:7][c:8]2[c:9]([C:11](=[O:12])[NH2:13])[cH:10]1.[C:35](=[O:36])([O-:37])[O-:38].[CH3:41][CH2:42][O:43][C:44]([CH3:45])=[O:46].[F:25][c:26]1[cH:27][cH:28][c:29]([B:32]([OH:33])[OH:34])[cH:30][n:31]1.[K+:39].[K+:40].[O:47]1[CH2:48][CH2:49][O:50][CH2:51][CH2:52]1.[OH2:53].[cH:54]1[cH:55][cH:56][c:57]([P:58]([Pd:59]([P:60]([c:61]2[cH:62][cH:63][cH:64][cH:65][cH:66]2)([c:67]2[cH:68][cH:69][cH:70][cH:71][cH:72]2)[c:73]2[cH:74][cH:75][cH:76][cH:77][cH:78]2)([P:79]([c:80]2[cH:81][cH:82][cH:83][cH:84][cH:85]2)([c:86]2[cH:87][cH:88][cH:89][cH:90][cH:91]2)[c:92]2[cH:93][cH:94][cH:95][cH:96][cH:97]2)[P:98]([c:99]2[cH:100][cH:101][cH:102][cH:103][cH:104]2)([c:105]2[cH:106][cH:107][cH:108][cH:109][cH:110]2)[c:111]2[cH:112][cH:113][cH:114][cH:115][cH:116]2)([c:117]2[cH:118][cH:119][cH:120][cH:121][cH:122]2)[c:123]2[cH:124][cH:125][cH:126][cH:127][cH:128]2)[cH:129][cH:130]1>>[c:2]1(-[c:29]2[cH:28][cH:27][c:26]([F:25])[n:31][cH:30]2)[cH:3][c:4]2[c:5]([CH:14]3[CH2:15][CH2:16][N:17]([S:20](=[O:21])(=[O:22])[CH2:23][CH3:24])[CH2:18][CH2:19]3)[cH:6][nH:7][c:8]2[c:9]([C:11](=[O:12])[NH2:13])[cH:10]1. Reactants: Cl.COC([C@@H](N)CO)=O (Serine methyl ester hydrochloride), N1C=NC=C1 (imidazole), CN(C)C=O (DMF), [Si](C)(C)(C(C)(C)C)Cl (t-Butyldimethylsilyl chloride). Solvent: CCOCC (ether). Run at temperature 25 celsius, time 15 hour. Yields the product COC([C@@H](NO[Si](C)(C)C(C)(C)C)CO)=O (t-butyldimethylsilyloxyserine methyl ester). As a reaction SMILES: Cl.[CH3:2][O:3][C:4](=[O:9])[C@H:5]([CH2:7][OH:8])[NH2:6].N1C=CN=C1.[Si:15](Cl)([C:18]([CH3:21])([CH3:20])[CH3:19])([CH3:17])[CH3:16].CN(C=[O:27])C>CCOCC>[CH3:2][O:3][C:4](=[O:9])[C@H:5]([CH2:7][OH:8])[NH:6][O:27][Si:15]([C:18]([CH3:21])([CH3:20])[CH3:19])([CH3:17])[CH3:16] |f:0.1|. Reported procedure: Serine methyl ester hydrochloride [HOCH2CH(NH2)CO2CH3 ·HCl] (18.7 g; 0.120 mol) and imidazole (30 g; 0.44 mol) are dissolved in DMF (100 ml) and cooled to 0° C. t-Butyldimethylsilyl chloride (19.5 g; 0.13 mol) is added and the reaction allowed to stir 15 hours at 25° C. The reaction is then diluted with ether (2 L), washed with water (4×500 ml), dried (MgSO4) and concentrated to yield t-butyldimethylsilyloxyserine methyl ester as an oil which is used directly in Step B.